Dataset: the Open Reaction Database (ORD), a public repository of structured organic reaction records. Task: describe an organic reaction: reactants, conditions, products, and yield Reactants: COCC1C(c2ccccc2)C1(N)C(=O)N(C)OC, Cl, O=S(=O)(Cl)c1ccc(-c2cc(C(F)(F)F)on2)s1, c1ccncc1. Product: COCC1C(c2ccccc2)C1(NS(=O)(=O)c1ccc(-c2cc(C(F)(F)F)on2)s1)C(=O)N(C)OC. RXN SMILES: [CH3:2][O:3][N:4]([C:5](=[O:6])[C:7]1([NH2:19])[CH:8]([CH2:16][O:17][CH3:18])[CH:9]1[c:10]1[cH:11][cH:12][cH:13][cH:14][cH:15]1)[CH3:20].[ClH:1].[F:21][C:22]([c:23]1[cH:24][c:25](-[c:28]2[cH:29][cH:30][c:31]([S:33](=[O:34])(=[O:35])[Cl:36])[s:32]2)[n:26][o:27]1)([F:37])[F:38].[cH:39]1[cH:40][cH:41][n:42][cH:43][cH:44]1>>[CH3:2][O:3][N:4]([C:5](=[O:6])[C:7]1([NH:19][S:33]([c:31]2[cH:30][cH:29][c:28](-[c:25]3[cH:24][c:23]([C:22]([F:21])([F:37])[F:38])[o:27][n:26]3)[s:32]2)(=[O:34])=[O:35])[CH:8]([CH2:16][O:17][CH3:18])[CH:9]1[c:10]1[cH:11][cH:12][cH:13][cH:14][cH:15]1)[CH3:20]. Reactants: C1CCOC1, OC1CCOCC1, CCOC(=O)N=NC(=O)OCC, COC(=O)c1ccc(O)cc1OC, c1ccc(P(c2ccccc2)c2ccccc2)cc1. Yields the product COC(=O)c1ccc(OC(=O)C2CCOCC2)cc1OC. Reaction SMILES: [CH2:52]1[O:53][CH2:54][CH2:55][CH2:56]1.[O:33]1[CH2:34][CH2:35][CH:36]([OH:39])[CH2:37][CH2:38]1.[O:40]=[C:41]([O:42][CH2:43][CH3:44])[N:45]=[N:46][C:47]([O:48][CH2:49][CH3:50])=[O:51].[OH:1][c:2]1[cH:3][c:4]([O:12][CH3:13])[c:5]([C:6](=[O:7])[O:8][CH3:9])[cH:10][cH:11]1.[c:14]1([P:15]([c:16]2[cH:17][cH:18][cH:19][cH:20][cH:21]2)[c:22]2[cH:23][cH:24][cH:25][cH:26][cH:27]2)[cH:28][cH:29][cH:30][cH:31][cH:32]1>>[O:1]([c:2]1[cH:3][c:4]([O:12][CH3:13])[c:5]([C:6](=[O:7])[O:8][CH3:9])[cH:10][cH:11]1)[C:41]([CH:36]1[CH2:35][CH2:34][O:33][CH2:38][CH2:37]1)=[O:40]. The reactants are O=C(F)F, CCCCCCCCCCCCCCC, Nc1ccc(C(F)(F)F)cc1, F, O=C=Nc1ccc(C(F)(F)F)cc1. Product: O=C(F)Nc1ccc(C(F)(F)F)cc1. As a reaction SMILES: [C:15]([F:16])([F:17])=[O:18].[CH3:19][CH2:20][CH2:21][CH2:22][CH2:23][CH2:24][CH2:25][CH2:26][CH2:27][CH2:28][CH2:29][CH2:30][CH2:31][CH2:32][CH3:33].[F:34][C:35]([F:36])([F:37])[c:38]1[cH:39][cH:40][c:41]([NH2:42])[cH:43][cH:44]1.[FH:14].[N:1](=[C:2]=[O:3])[c:4]1[cH:5][cH:6][c:7]([C:10]([F:11])([F:12])[F:13])[cH:8][cH:9]1>>[NH:1]([C:2](=[O:3])[F:17])[c:4]1[cH:5][cH:6][c:7]([C:10]([F:11])([F:12])[F:13])[cH:8][cH:9]1. The reactants are O(Cl)Cl (oxychloride), CN(C1=CC=CC=C1)C (N,N-dimethylaniline), C1(=C(C(=CC(=C1)C)C)C=1C(=NN2C1NC(=C(C2=O)CCCC(=O)OCC)C)C)C (ethyl 4-(3-mesityl-2,5-dimethyl-7-oxo-4,7-dihydropyrazolo[1,5-a]pyrimidin-6-yl)butanoate), ice water, C([O-])([O-])=O.[K+].[K+] (potassium carbonate), C([O-])([O-])=O.[K+].[K+] (potassium carbonate), C(CCC)N (n-butylamine). Solvent: C(C)#N (acetonitrile), O (water). Product: C(CCC)C1=C(C(=NC=2N1N=C(C2C2=C(C=C(C=C2C)C)C)C)C)CCCC(=O)OCC (Ethyl 4-(7-(butyl)-3-mesityl-2,5-dimethylpyrazolo[1,5-a]pyrimidin-6-yl)butanoate). As a reaction SMILES: O(Cl)Cl.CN(C)[C:6]1[CH:11]=CC=[CH:8][CH:7]=1.[C:13]1([CH3:41])[CH:18]=[C:17]([CH3:19])[CH:16]=[C:15]([CH3:20])[C:14]=1[C:21]1[C:22]([CH3:40])=[N:23][N:24]2[C:29](=O)[C:28]([CH2:31][CH2:32][CH2:33][C:34]([O:36][CH2:37][CH3:38])=[O:35])=[C:27]([CH3:39])[NH:26][C:25]=12.C(=O)([O-])[O-].[K+].[K+].C(N)CCC>C(#N)C.O>[CH2:11]([C:29]1[N:24]2[N:23]=[C:22]([CH3:40])[C:21]([C:14]3[C:15]([CH3:20])=[CH:16][C:17]([CH3:19])=[CH:18][C:13]=3[CH3:41])=[C:25]2[N:26]=[C:27]([CH3:39])[C:28]=1[CH2:31][CH2:32][CH2:33][C:34]([O:36][CH2:37][CH3:38])=[O:35])[CH2:6][CH2:7][CH3:8] |f:3.4.5|. Procedure details: Phosphoeus oxychloride (11.3 g) and N,N-dimethylaniline (3 droplets) were added to ethyl 4-(3-mesityl-2,5-dimethyl-7-oxo-4,7-dihydropyrazolo[1,5-a]pyrimidin-6-yl)butanoate (700 mg, 1.77 mmol), followed by heating under reflux for 1.5 hours. After the reaction, it was treated with ice-water, neutralized with potassium carbonate, extracted with ethyl acetate, dried over anhydrous magnesium sulfate and evaporated. The resulting reaction residue was dissolved in acetonitrile (5 ml) and n-butylamine ... The reactants are [Br-].[Br-].[Br-].[Br-].C1(=CC=CC=C1)[N+](C)(C)C.C1(=CC=CC=C1)[N+](C)(C)C.C1(=CC=CC=C1)[N+](C)(C)C.C1(=CC=CC=C1)[N+](C)(C)C (phenyltrimethylammonium bromide tribromide), O (water), C(C)(=O)OCC (ethyl acetate). Conditions: temperature -78 celsius, time 1 hour. Yields the product Br[C@@H]1C(C[C@H]2CCC3=CC(=CC=C3[C@@]2(C1)CC)O)=O ((3S,4aR,10aR)-3-Bromo-4a-ethyl-7-hydroxy-3,4,4a,9,10,10a-hexahydro-1H-phenanthren-2-one). RXN SMILES: [Br-:1].[Br-].[Br-].[Br-].[C:5]1([N+](C)(C)C)[CH:10]=[CH:9][CH:8]=[CH:7][CH:6]=1.[C:15]1([N+](C)(C)C)[CH:20]=[CH:19][CH:18]=CC=1.[C:25]1([N+](C)(C)C)[CH:30]=CC=CC=1.[C:35]1([N+](C)(C)C)[CH:40]=CC=CC=1.[OH2:45].C([O:49][CH2:50][CH3:51])(=O)C>>[Br:1][C@H:40]1[CH2:35][C@:9]2([CH2:30][CH3:25])[C@H:8]([CH2:7][CH2:6][C:5]3[C:10]2=[CH:18][CH:19]=[C:20]([OH:45])[CH:15]=3)[CH2:51][C:50]1=[O:49] |f:0.1.2.3.4.5.6.7|. Procedure: To a solution of the title compound of Preparation 1f (5.4 grams, 22.1 mmol) in tetrahydrofuran (500 mL) at −78° C. was added phenyltrimethylammonium bromide tribromide (8.31 grams, 22.1 mmol) in portions. The mixture was allowed to stir at −78° C. for 1 hour and then allowed to slowly warm to 0° C. over 1.5 hours. After stirring at 0° C. for a further 3 hours, the mixture was poured into water and extracted twice with ethyl acetate. The combined extracts were dried (MgSO4) and concentrated to g... The reactants are Br, Br, C1NCC2=C1CNC2, CC#N, C1CCC2=NCCCN2CC1, Nc1c(F)c(F)c(F)c2c1c(=O)c(C(=O)O)cn2C1CC1. The product is Nc1c(F)c(N2CC3=C(CNC3)C2)c(F)c2c1c(=O)c(C(=O)O)cn2C1CC1. Reaction SMILES: [BrH:22].[BrH:23].[C:24]12=[C:28]([CH2:27][NH:26][CH2:25]1)[CH2:29][NH:30][CH2:31]2.[CH3:43][C:44]#[N:45].[N:32]12[CH2:33][CH2:34][CH2:35][N:36]=[C:37]1[CH2:38][CH2:39][CH2:40][CH2:41][CH2:42]2.[NH2:1][c:2]1[c:3]2[c:4](=[O:21])[c:5]([C:18](=[O:19])[OH:20])[cH:6][n:7]([CH:15]3[CH2:16][CH2:17]3)[c:8]2[c:9]([F:14])[c:10]([F:13])[c:11]1[F:12]>>[NH2:1][c:2]1[c:3]2[c:4](=[O:21])[c:5]([C:18](=[O:19])[OH:20])[cH:6][n:7]([CH:15]3[CH2:16][CH2:17]3)[c:8]2[c:9]([F:14])[c:10]([N:26]2[CH2:25][C:24]3=[C:28]([CH2:27]2)[CH2:29][NH:30][CH2:31]3)[c:11]1[F:12].